From a dataset of the Open Reaction Database (ORD), a public repository of structured organic reaction records. describe an organic reaction: reactants, conditions, products, and yield Starting materials: COC(=O)C=1C=C(C=2N(C1)N=C(N2)C=2OC(=CC2)Br)N (8-Amino-2-(5-bromo-furan-2-yl)-[1,2,4]triazolo[1,5-a]pyridine-6-carboxylic acid methyl ester), N1CCCCC1 (piperidine), C[Al](C)C (trimethylaluminum), Cl (HCl). The solvent is O1CCOCC1 (dioxane), O1CCOCC1 (dioxane), C1(=CC=CC=C1)C (toluene). Reported procedure: A solution of 20 mg (0.24 mmol) piperidine in 1 ml dioxane was treated with 0.24 ml (0.24 mmol) trimethylaluminum in toluene and stirred for 1 h at room temperature. 20 mg (0.06 mmol) 8-Amino-2-(5-bromo-furan-2-yl)-[1,2,4]triazolo[1,5-a]pyridine-6-carboxylic acid methyl ester in 1 ml dioxane was added and the mixture was heated to 90° C. for 72 h. 0.5 ml 1N HCl aq. was added and the volatiles were removed. The residue was taken up in 1.5 ml formic acid and 0.5 ml methanol and purified by reverse... As a reaction SMILES: [NH:1]1[CH2:6][CH2:5][CH2:4][CH2:3][CH2:2]1.C[Al](C)C.CO[C:13]([C:15]1[CH:16]=[C:17]([NH2:30])[C:18]2[N:19]([N:21]=[C:22]([C:24]3[O:25][C:26]([Br:29])=[CH:27][CH:28]=3)[N:23]=2)[CH:20]=1)=[O:14].Cl>O1CCOCC1.C1(C)C=CC=CC=1>[NH2:30][C:17]1[C:18]2[N:19]([N:21]=[C:22]([C:24]3[O:25][C:26]([Br:29])=[CH:27][CH:28]=3)[N:23]=2)[CH:20]=[C:15]([C:13]([N:1]2[CH2:6][CH2:5][CH2:4][CH2:3][CH2:2]2)=[O:14])[CH:16]=1. Conditions: time 1 hour. Product: NC=1C=2N(C=C(C1)C(=O)N1CCCCC1)N=C(N2)C=2OC(=CC2)Br ([8-Amino-2-(5-bromo-furan-2-yl)-[1,2,4]triazolo[1,5-a]pyridin-6-yl]-piperidin-1-yl-methanone). The yield is 29.9%. Starting materials: OO (hydrogen peroxide), C([O-])([O-])=O.[K+].[K+] (Potassium carbonate), OO (hydrogen peroxide), C(#N)C=1C=C(C(=NC1NC=1C=C2C=CC=NC2=CC1)N[C@@H](C(=O)N)CC(C)C)F ((2R)-2-(5-cyano-3-fluoro-6-(quinolin-6-ylamino)pyridin-2-ylamino)-4-methylpentanamide), [Cl-].[Na+] (sodium chloride). Run in C(C)O (ethanol), C(C)(=O)OCC (ethyl acetate), O (Water). Reaction conditions: time 1 hour. The product is NC([C@@H](CC(C)C)NC1=NC(=C(C(=O)N)C=C1F)NC=1C=C2C=CC=NC2=CC1)=O (6-((2R)-1-amino-4-methyl-1-oxopentan-2-ylamino)-5-fluoro-2-(quinolin-6-ylamino)nicotinamide). Isolated yield 38.2%. RXN SMILES: C(=O)([O-])[O-:2].[K+].[K+].OO.[C:9]([C:11]1[CH:12]=[C:13]([F:37])[C:14]([NH:28][C@H:29]([CH2:33][CH:34]([CH3:36])[CH3:35])[C:30]([NH2:32])=[O:31])=[N:15][C:16]=1[NH:17][C:18]1[CH:19]=[C:20]2[C:25](=[CH:26][CH:27]=1)[N:24]=[CH:23][CH:22]=[CH:21]2)#[N:10].[Cl-].[Na+]>C(OCC)(=O)C.O.C(O)C>[NH2:32][C:30](=[O:31])[C@H:29]([NH:28][C:14]1[C:13]([F:37])=[CH:12][C:11]([C:9]([NH2:10])=[O:2])=[C:16]([NH:17][C:18]2[CH:19]=[C:20]3[C:25](=[CH:26][CH:27]=2)[N:24]=[CH:23][CH:22]=[CH:21]3)[N:15]=1)[CH2:33][CH:34]([CH3:35])[CH3:36] |f:0.1.2,5.6|. Procedure details: Potassium carbonate (35 mg) and a 30% hydrogen peroxide solution (29 μl) were added to an ethanol (1 ml) solution containing (2R)-2-(5-cyano-3-fluoro-6-(quinolin-6-ylamino)pyridin-2-ylamino)-4-methylpentanamide (20 mg), followed by stirring at room temperature for 1 hour. A 30% hydrogen peroxide solution (29 μl) was added to the reaction mixture, followed by stirring at room temperature for 1 hour. Water, sodium chloride, and ethyl acetate were added to the reaction mixture. The organic layer wa... Starting materials: C(=O)O.C(C)(=O)OC(C)=O (formic acid acetic acid anhydride), NC1=NC=C(C(=N1)N)CC1=CC(=C(C(=C1)OC)OC)OC (2,4-diamino-5-(3,4,5-trimethoxybenzyl)-pyrimidine), O (water). Run in N1=CC=CC=C1 (pyridine). Yields the product NC1=NC(=NC=C1CC1=CC(=C(C(=C1)OC)OC)OC)NC=O (4-amino-2-formamido-5-(3,4,5-trimethoxybenzyl)-pyrimidine). The yield is 75.5%. Reaction SMILES: [CH:1]([OH:3])=O.C(OC(=O)C)(=O)C.[NH2:11][C:12]1[N:17]=[C:16]([NH2:18])[C:15]([CH2:19][C:20]2[CH:25]=[C:24]([O:26][CH3:27])[C:23]([O:28][CH3:29])=[C:22]([O:30][CH3:31])[CH:21]=2)=[CH:14][N:13]=1.O>N1C=CC=CC=1>[NH2:18][C:16]1[C:15]([CH2:19][C:20]2[CH:25]=[C:24]([O:26][CH3:27])[C:23]([O:28][CH3:29])=[C:22]([O:30][CH3:31])[CH:21]=2)=[CH:14][N:13]=[C:12]([NH:11][CH:1]=[O:3])[N:17]=1 |f:0.1|. Procedure details: 2.64 g of formic acid/acetic acid anhydride are dripped, while cooling, into a suspension of 2.9 g of 2,4-diamino-5-(3,4,5-trimethoxybenzyl)-pyrimidine (trimethoprim) in 35 ml of pyridine and reacted at 50° to 60° C. for two hours. The reaction mixture is then poured into 400 ml of water and the precipitate is filtered off and recrystallized from a mixture of dimethylformamide and water. 2.4 g (75% of theory) of 4-amino-2-formamido-5-(3,4,5-trimethoxybenzyl)-pyrimidine of melting point 240° to 2... The reactants are CCCCCC (hexane), [N+](=[N-])=C (diazomethane), BrC=1C=C(C2=C(C(CC3(CC3)O2)(C)C)C1)C=C (6-bromo-3,4-dihydro-4,4-dimethyl-8-vinylspiro[2H-1-benzopyran-2,1′-cyclopropane]), BrC=1C=C(C2=C(C(CC3(CC3)O2)(C)C)C1)C=C (6-bromo-3,4-dihydro-4,4-dimethyl-8-vinylspiro[2H-1-benzopyran-2,1′-cyclopropane]). Reagents/catalysts: C(C)(=O)[O-].[Pd+2].C(C)(=O)[O-] (palladium (II)acetate). Run in C(C)OCC (diethyl ether). The product is BrC=1C=C(C2=C(C(CC3(CC3)O2)(C)C)C1)C1CC1 (6-Bromo-8-cyclopropyl-3,4-dihydro-4,4-dimethylspiro[2H-1-benzopyran-2,1′-cyclopropane]), oil. The yield is 100.0%. As a reaction SMILES: [Br:1][C:2]1[CH:3]=[C:4]([CH:16]=[CH2:17])[C:5]2[O:12][C:9]3([CH2:11][CH2:10]3)[CH2:8][C:7]([CH3:14])([CH3:13])[C:6]=2[CH:15]=1.[N+](=[CH2:20])=[N-].CCCCCC>C(OCC)C.C([O-])(=O)C.[Pd+2].C([O-])(=O)C>[Br:1][C:2]1[CH:3]=[C:4]([CH:16]2[CH2:20][CH2:17]2)[C:5]2[O:12][C:9]3([CH2:10][CH2:11]3)[CH2:8][C:7]([CH3:13])([CH3:14])[C:6]=2[CH:15]=1 |f:4.5.6|. Procedure details: Following general procedure O and using A 6-bromo-3,4-dihydro-4,4-dimethyl-8-vinylspiro[2H-1-benzopyran-2,1′-cyclopropane] (Intermediate 41, 1.36 g, 4.6 mmol), a solution of diazomethane in diethyl ether and palladium (II)acetate (˜30 mg) followed by flash column chromatography over silica gel (230-400 mesh) using hexane as the eluent, the title compound was obtained as a clear oil (1.38 g, 100%). The reactants are COC(=O)/C=C/C(=O)N1C(OCC1)=O (3-[(E)-3-(methoxycarbonyl)propenoyl]-oxazolidin-2-one), CSC#C (1-methylthioacetylene), P(=O)([O-])([O-])[O-] (phosphate). The solvent is petroleum ether, C1(=CC=CC=C1)C (toluene), petroleum ether, C1(=CC=CC=C1)C (toluene). Run at temperature 0 celsius, time 24 hour. Product: COC(=O)[C@@H]1C=C([C@H]1C(=O)N1C(OCC1)=O)SC ((-)-(3R,4R)-3-methoxycarbonyl- 1-methylthio-4-(oxazolidin-2-on-3-yl)carbonyl-1-cyclobutene). Isolated yield 83.0%. As a reaction SMILES: [CH3:1][O:2][C:3](/[CH:5]=[CH:6]/[C:7]([N:9]1[CH2:13][CH2:12][O:11][C:10]1=[O:14])=[O:8])=[O:4].[CH3:15][S:16][C:17]#[CH:18].P([O-])([O-])([O-])=O>C1(C)C=CC=CC=1>[CH3:1][O:2][C:3]([C@H:5]1[C@H:6]([C:7]([N:9]2[CH2:13][CH2:12][O:11][C:10]2=[O:14])=[O:8])[C:17]([S:16][CH3:15])=[CH:18]1)=[O:4]. Procedure details: To 200 mg of powdery Molecular Sieves 4A, which had been dried by heating, were added 0.41 ml (0.050 mmol) of the toluene solution obtained above, 1.5 ml of toluene and 2 ml of petroleum ether (boiling point: ca. 80° C.) in an argon atmosphere. Further, 100.15 mg (0.502 mmol) of 3-[(E)-3-(methoxycarbonyl)propenoyl]-oxazolidin-2-one was added thereto and the mixture was cooled to 0° C. To the obtained suspension was added 135 mg (1.88 mmol) of 1-methylthioacetylene dissolved in 1.5 ml of petroleu... The reactants are C, CO, Cc1ccc([N+](=O)[O-])c(C(N)=O)c1, [Pd]. The product is Cc1ccc(N)c(C(N)=O)c1. Reaction SMILES: [C:16].[CH3:14][OH:15].[CH3:1][c:2]1[cH:3][cH:4][c:5]([N+:11]([O-:12])=[O:13])[c:6]([C:7](=[O:8])[NH2:9])[cH:10]1.[Pd:17]>>[CH3:1][c:2]1[cH:3][cH:4][c:5]([NH2:11])[c:6]([C:7](=[O:8])[NH2:9])[cH:10]1. Yield: 82.3%. Yields the product COC1=C(C(=C(C=C1)OC)OC)OC (1,2,3,4-tetramethoxybenzene). Procedure details: Following the procedure by Tremblay et al.,17 17 (3.851 g, 20.9 mmol) was dissolved in dry acetone (90.0 ml), and K2CO3 (9.36 g, 67.7 mmol) was added followed by MeI (9.0 mL, 144 mmol). The reaction was heated under reflux for 26 h and monitored by TLC (1:9 EtOAc:hexanes) for completion. When complete the reaction was cooled to room temperature and filtered. The acetone was removed under reduced pressure and the residue was taken up in CH2Cl2 (50 mL). The suspension was filtered, dried over MgSO... Solvent: CC(=O)C (acetone), hexanes. As a reaction SMILES: [CH3:1][O:2][C:3]1[C:8]([O:9][CH3:10])=[C:7]([O:11][CH3:12])[CH:6]=[CH:5][C:4]=1[OH:13].[C:14]([O-])([O-])=O.[K+].[K+].CI.CCOC(C)=O>CC(C)=O>[CH3:12][O:11][C:7]1[CH:6]=[CH:5][C:4]([O:13][CH3:14])=[C:3]([O:2][CH3:1])[C:8]=1[O:9][CH3:10] |f:1.2.3|. Reactants: COC1=C(C=CC(=C1OC)OC)O (2,3,4-trimethoxyphenol), CCOC(=O)C (EtOAc), C(=O)([O-])[O-].[K+].[K+] (K2CO3), CI (MeI). Reactants: crude mixture, ClC=1N=CC(=NC1)C(=O)OC (methyl 5-chloropyrazine-2-carboxylate), C(=O)([O-])[O-].[K+].[K+] (K2CO3), N1N=CN=C1 (1H-1,2,4-triazole), Cl (HCl). Solvent: CN(C=O)C (N,N-dimethylformamide). Reaction conditions: temperature 100 celsius. Yields the product N1(N=CN=C1)C=1N=CC(=NC1)C(=O)O (5-(1H-1,2,4-Triazol-1-yl)pyrazine-2-carboxylic acid). Reaction SMILES: Cl[C:2]1[N:3]=[CH:4][C:5]([C:8]([O:10]C)=[O:9])=[N:6][CH:7]=1.C([O-])([O-])=O.[K+].[K+].[NH:18]1[CH:22]=[N:21][CH:20]=[N:19]1.Cl>CN(C)C=O>[N:18]1([C:2]2[N:3]=[CH:4][C:5]([C:8]([OH:10])=[O:9])=[N:6][CH:7]=2)[CH:22]=[N:21][CH:20]=[N:19]1 |f:1.2.3|. Procedure: A mixture of methyl 5-chloropyrazine-2-carboxylate (0.75 g), K2CO3 (1.8 g) and 1H-1,2,4-triazole (1.2 g) in N,N-dimethylformamide (6 mL) is heated to 100° C. overnight. Analysis of the crude mixture by LCMS shows saponified product. The product is acidified with 1N HCl and the precipitate is filtered and washed with water and diethyl ether to afford the title compound. LC (method 20): tR=1.06 min; Mass spectrum (APCI): m/z=192 [M+H]+.